Dataset: the Open Reaction Database (ORD), a public repository of structured organic reaction records. Task: describe an organic reaction: reactants, conditions, products, and yield Starting materials: FC(C=1C=C(C=CC1)NC(=O)N1CCC2=CC(=CC=C12)OC1=NC(=NC(=C1)Cl)N)(F)F (5-(2-amino-6-chloro-pyrimidin-4-yloxy)-2,3-dihydro-indole-1-carboxylic acid (3-trifluoromethyl-phenyl)-amide). Reagents/catalysts: [Pd] (Pd/C). Solvent: CCO.CCOC(=O)C (EtOH EtOAc). The product is FC(C=1C=C(C=CC1)NC(=O)N1CCC2=CC(=CC=C12)OC1=NC(=NC=C1)N)(F)F (5-(2-Amino-pyrimidin-4-yloxy)-2,3-dihydro-indole-1-carboxylic acid (3-trifluoromethyl-phenyl)-amide). Reaction SMILES: [F:1][C:2]([F:31])([F:30])[C:3]1[CH:4]=[C:5]([NH:9][C:10]([N:12]2[C:20]3[C:15](=[CH:16][C:17]([O:21][C:22]4[CH:27]=[C:26](Cl)[N:25]=[C:24]([NH2:29])[N:23]=4)=[CH:18][CH:19]=3)[CH2:14][CH2:13]2)=[O:11])[CH:6]=[CH:7][CH:8]=1>CCO.CCOC(C)=O.[Pd]>[F:30][C:2]([F:1])([F:31])[C:3]1[CH:4]=[C:5]([NH:9][C:10]([N:12]2[C:20]3[C:15](=[CH:16][C:17]([O:21][C:22]4[CH:27]=[CH:26][N:25]=[C:24]([NH2:29])[N:23]=4)=[CH:18][CH:19]=3)[CH2:14][CH2:13]2)=[O:11])[CH:6]=[CH:7][CH:8]=1 |f:1.2|. Procedure: A solution of 170 mg (0.38 mMol) 5-(2-amino-6-chloro-pyrimidin-4-yloxy)-2,3-dihydro-indole-1-carboxylic acid (3-trifluoromethyl-phenyl)-amide in 19 ml EtOH/EtOAc 1:1 in hydrogenated in the presence of 80 mg Pd/C (10%; Engelhard 4505). The catalyst is filtered off and the filtrate diluted with EtOAc and sat. Na2CO3/H2O 1:1. The aqueous layer is extracted twice with EtOAc. The organic phases are washed with water and brine, dried (Na2SO4) and concentrated. Chromatography (Combi Flash; EtOAc/hexane... Reactants: N(=NC(=O)OCC)C(=O)OCC (diethyl azodicarboxylate), OC=1C=C(C=CC1)C=1OC[C@H](N1)C1=CC=CC=C1 (4,5-dihydro-2-(3-hydroxyphenyl)-4(R)-phenyloxazole), [Si](C)(C)(C(C)(C)C)OC[C@H](C)O (1-(tert-butyldimethylsilyloxy)propan-2(S)-ol), C1(=CC=CC=C1)P(C1=CC=CC=C1)C1=CC=CC=C1 (triphenylphosphine). Run in O1CCCC1 (tetra-hydrofuran), O1CCCC1 (tetrahydrofuran). Run at time 1 hour. Product: [Si](C)(C)(C(C)(C)C)OC[C@@H](C)OC1=CC(=CC=C1)C=1OC[C@H](N1)C1=CC=CC=C1 (1-(tert-butyldimethylsilyloxy)-2(R)-[3-(4,5-dihydro-4(R)-phenyloxazol-2-yl)phenoxy]propane). Yield: 101.1%. RXN SMILES: [OH:1][C:2]1[CH:3]=[C:4]([C:8]2[O:9][CH2:10][C@@H:11]([C:13]3[CH:18]=[CH:17][CH:16]=[CH:15][CH:14]=3)[N:12]=2)[CH:5]=[CH:6][CH:7]=1.[Si:19]([O:26][CH2:27][C@@H:28](O)[CH3:29])([C:22]([CH3:25])([CH3:24])[CH3:23])([CH3:21])[CH3:20].C1(P(C2C=CC=CC=2)C2C=CC=CC=2)C=CC=CC=1.N(C(OCC)=O)=NC(OCC)=O>O1CCCC1>[Si:19]([O:26][CH2:27][C@H:28]([O:1][C:2]1[CH:7]=[CH:6][CH:5]=[C:4]([C:8]2[O:9][CH2:10][C@@H:11]([C:13]3[CH:14]=[CH:15][CH:16]=[CH:17][CH:18]=3)[N:12]=2)[CH:3]=1)[CH3:29])([C:22]([CH3:23])([CH3:24])[CH3:25])([CH3:21])[CH3:20]. Procedure details: To a mixture of 4,5-dihydro-2-(3-hydroxyphenyl)-4(R)-phenyloxazole (5.0 g, 20.9 mmol), 1-(tert-butyldimethylsilyloxy)propan-2(S)-ol (4.76 g, 25 mmol) and triphenylphosphine (6.58 g, 25 mmol) in dry tetrahydrofuran (30 ml) was added dropwise a solution of diethyl azodicarboxylate (3.9 ml, 25 mmol) in dry tetra-hydrofuran (5 ml). The reaction mixture was stirred ambient temperature for 1 h and then ay 50° C. for 5 hours. Volatiles were removed by evaporation and the resulting residue purified by c... The reactants are S1C=C(C=C1)C=1C=C(C=CC1)CCCO (3-[3-(3-thienyl)phenyl]-1-propanol), [Cr](=O)(=O)([O-])Cl.[NH+]1=CC=CC=C1 (pyridinium chlorochromate). The solvent is C(Cl)(Cl)Cl (chloroform). Reaction conditions: time 8 hour. Yields the product S1C=C(C=C1)C=1C=C(C=CC1)CCC=O (3-[3-(3-thienyl)phenyl]propanal). Yield: 77.4%. As a reaction SMILES: [S:1]1[CH:5]=[CH:4][C:3]([C:6]2[CH:7]=[C:8]([CH2:12][CH2:13][CH2:14][OH:15])[CH:9]=[CH:10][CH:11]=2)=[CH:2]1.[Cr](Cl)([O-])(=O)=O.[NH+]1C=CC=CC=1>C(Cl)(Cl)Cl>[S:1]1[CH:5]=[CH:4][C:3]([C:6]2[CH:7]=[C:8]([CH2:12][CH2:13][CH:14]=[O:15])[CH:9]=[CH:10][CH:11]=2)=[CH:2]1 |f:1.2|. Procedure details: 150 mg of the resulting alcohol compound was dissolved in 5 ml of chloroform, and 222 mg of pyridinium chlorochromate was added. The mixture was stirred overnight at room temperature, and then the s precipitate was removed by filtration. The filtrate was Worked up in a customary manner, and the product was purified by silica gel column chromatography [hexane/ethyl acetate=5/1] to give 115 mg Of the captioned compound as a colorless oil.